From a dataset of the Open Reaction Database (ORD), a public repository of structured organic reaction records. describe an organic reaction: reactants, conditions, products, and yield The reactants are CO, Cl, [Na+], [OH-], COC(=O)c1ccc(COc2ccc(C(O)C(Cc3cccc(OC(F)(F)C(F)F)c3)NC(=O)c3cccc4c3C=CCCC4)cc2)cc1. Yields the product O=C(O)c1ccc(COc2ccc(C(O)C(Cc3cccc(OC(F)(F)C(F)F)c3)NC(=O)c3cccc4c3C=CCCC4)cc2)cc1. As a reaction SMILES: [CH3:53][OH:54].[ClH:52].[Na+:51].[OH-:50].[c:1]1([C:12](=[O:13])[NH:14][CH:15]([CH:16]([OH:17])[c:18]2[cH:19][cH:20][c:21]([O:22][CH2:23][c:24]3[cH:25][cH:26][c:27]([C:28](=[O:29])[O:30][CH3:31])[cH:32][cH:33]3)[cH:34][cH:35]2)[CH2:36][c:37]2[cH:38][c:39]([O:43][C:44]([CH:45]([F:46])[F:47])([F:48])[F:49])[cH:40][cH:41][cH:42]2)[cH:2][cH:3][cH:4][c:5]2[c:6]1[CH:7]=[CH:8][CH2:9][CH2:10][CH2:11]2>>[c:1]1([C:12](=[O:13])[NH:14][CH:15]([CH:16]([OH:17])[c:18]2[cH:19][cH:20][c:21]([O:22][CH2:23][c:24]3[cH:25][cH:26][c:27]([C:28](=[O:29])[OH:30])[cH:32][cH:33]3)[cH:34][cH:35]2)[CH2:36][c:37]2[cH:38][c:39]([O:43][C:44]([CH:45]([F:46])[F:47])([F:48])[F:49])[cH:40][cH:41][cH:42]2)[cH:2][cH:3][cH:4][c:5]2[c:6]1[CH:7]=[CH:8][CH2:9][CH2:10][CH2:11]2. The reactants are [N+](=O)([O-])C1=C(C=C(C=C1)N1CCC(CC1)O)OCC(F)(F)F (1-{4-nitro-3-[(2,2,2-trifluoroethyl)oxy]phenyl}-4-piperidinol), O (H2O), C(C(=O)Cl)(=O)Cl (Oxalyl chloride), TEA. The solvent is CS(=O)C (DMSO), CS(=O)C (DMSO), C(Cl)Cl (DCM), C(Cl)Cl (DCM). Yields the product [N+](=O)([O-])C1=C(C=C(C=C1)N1CCC(CC1)=O)OCC(F)(F)F (1-{4-nitro-3-[(2,2,2-trifluoroethyl)oxy]phenyl}-4-piperidinone). Yield: 89.7%. As a reaction SMILES: C(Cl)(=O)C(Cl)=O.[N+:7]([C:10]1[CH:15]=[CH:14][C:13]([N:16]2[CH2:21][CH2:20][CH:19]([OH:22])[CH2:18][CH2:17]2)=[CH:12][C:11]=1[O:23][CH2:24][C:25]([F:28])([F:27])[F:26])([O-:9])=[O:8].O>C(Cl)Cl.CS(C)=O>[N+:7]([C:10]1[CH:15]=[CH:14][C:13]([N:16]2[CH2:21][CH2:20][C:19](=[O:22])[CH2:18][CH2:17]2)=[CH:12][C:11]=1[O:23][CH2:24][C:25]([F:28])([F:26])[F:27])([O-:9])=[O:8]. Reported procedure: Oxalyl chloride (4.3 mL, 2.0M in DCM, 8.6 mmol) in 40 mL of DCM was cooled to −78° C. with stirring. DMSO (1.2 mL, 17 mmol) was added dropwise via addition funnel at such a rate so as to maintain the internal reaction temperature below −70° C. After ten min, 1-{4-nitro-3-[(2,2,2-trifluoroethyl)oxy]phenyl}-4-piperidinol (1.83 g, 5.71 mmol) in 8 mL of DMSO and 20 mL of DCM was added dropwise via addition funnel at such a rate so as to maintain the internal reaction temperature below −70° C. The ad... Starting materials: ClC1=NC(=CC(=C1)C(=O)NC(SC)=NC1=CC(=CC(=C1)C(F)(F)F)OC)C (1-(2-Chloro-6-methyl-pyridine-4-carbonyl)-3-(3-methoxy-5-trifluoromethyl-phenyl)-2-methyl-isothiourea), N(N)C[C@H](CC)O ((S)-1-Hydrazino-butan-2-ol). Run in C(C)O (ethanol). Run at time 8 hour. Yields the product ClC1=NC(=CC(=C1)C1=NC(=NN1C[C@H](CC)O)NC1=CC(=CC(=C1)C(F)(F)F)OC)C ((S)-1-[5-(2-Chloro-6-methyl-pyridin-4-yl)-3-(3-methoxy-5-trifluoromethyl-phenylamino)-[1,2,4]triazol-1-yl]butan-2-ol). Reaction SMILES: [Cl:1][C:2]1[CH:7]=[C:6]([C:8]([NH:10][C:11](=[N:14][C:15]2[CH:20]=[C:19]([C:21]([F:24])([F:23])[F:22])[CH:18]=[C:17]([O:25][CH3:26])[CH:16]=2)SC)=O)[CH:5]=[C:4]([CH3:27])[N:3]=1.[NH:28]([CH2:30][C@@H:31]([OH:34])[CH2:32][CH3:33])[NH2:29]>C(O)C>[Cl:1][C:2]1[CH:7]=[C:6]([C:8]2[N:28]([CH2:30][C@@H:31]([OH:34])[CH2:32][CH3:33])[N:29]=[C:11]([NH:14][C:15]3[CH:20]=[C:19]([C:21]([F:24])([F:23])[F:22])[CH:18]=[C:17]([O:25][CH3:26])[CH:16]=3)[N:10]=2)[CH:5]=[C:4]([CH3:27])[N:3]=1. Procedure details: A mixture of intermediate D6 (8.356 g, 0.020 mol) and intermediate D3 (2.083 g, 0.020 mol) in ethanol (200 ml) was stirred overnight at reflux. Subsequently, the solvent was evaporated to yield intermediate D7 (S-enantiomer) as a yellow oil that was used as such in the next reaction step. Reactants: CCOC(=O)C1(NC(=O)c2cccc3ccccc23)Cc2ccccc2C1, CCO, [K+], [OH-], O. Product: O=C(NC1(C(=O)O)Cc2ccccc2C1)c1cccc2ccccc12. Reaction SMILES: [CH2:1]([CH3:2])[O:3][C:4](=[O:5])[C:6]1([NH:15][C:16](=[O:17])[c:18]2[cH:19][cH:20][cH:21][c:22]3[cH:23][cH:24][cH:25][cH:26][c:27]23)[CH2:7][c:8]2[cH:9][cH:10][cH:11][cH:12][c:13]2[CH2:14]1.[CH3:31][CH2:32][OH:33].[K+:29].[OH-:28].[OH2:30]>>[O:3]=[C:4]([OH:5])[C:6]1([NH:15][C:16](=[O:17])[c:18]2[cH:19][cH:20][cH:21][c:22]3[cH:23][cH:24][cH:25][cH:26][c:27]23)[CH2:7][c:8]2[cH:9][cH:10][cH:11][cH:12][c:13]2[CH2:14]1. Reactants: CN(C)C(=O)O, ClC(Cl)Cl, [Cl-], Nc1n[nH]c2cc(Cl)ccc12, O, c1ccncc1. Yields the product CN(C)C(=O)n1nc2cc(Cl)ccc2c1N. RXN SMILES: [CH3:2][N:3]([C:4]([OH:5])=[O:6])[CH3:7].[CH:26]([Cl:27])([Cl:28])[Cl:29].[Cl-:1].[NH2:8][c:9]1[n:10][nH:11][c:12]2[cH:13][c:14]([Cl:18])[cH:15][cH:16][c:17]12.[OH2:19].[cH:20]1[cH:21][cH:22][n:23][cH:24][cH:25]1>>[CH3:2][N:3]([C:4](=[O:5])[n:10]1[c:9]([NH2:8])[c:17]2[c:12]([n:11]1)[cH:13][c:14]([Cl:18])[cH:15][cH:16]2)[CH3:7]. The reactants are CCCCCC (hexane), C(C)(=O)OCC (ethyl acetate), C(C)(=O)OCC (ethyl acetate), C(C1=CC=CC=C1)ONC([C@@H](CC(C)C)N(CC1=CC=CC=C1)[P@@](=O)(C1=CC=CC=C1)C)=O (N-benzyloxy-2(R)-[[(S)-methylphenylphosphinyl]benzylamino]-4-methylpentanamide), CCCCCC (hexane). The product is CP(=O)(N([C@H](CC(C)C)C(=O)O)CC1=CC=CC=C1)C1=CC=CC=C1 (N-((R/S)-Methylphenylphosphinyl)-N-benzyl-D-leucine). As a reaction SMILES: CCCCCC.C(ON[C:16](=[O:39])[C@H:17]([N:22]([P@:30]([CH3:38])([C:32]1[CH:37]=[CH:36][CH:35]=[CH:34][CH:33]=1)=[O:31])[CH2:23][C:24]1[CH:29]=[CH:28][CH:27]=[CH:26][CH:25]=1)[CH2:18][CH:19]([CH3:21])[CH3:20])C1C=CC=CC=1.C(OCC)(=[O:42])C>>[CH3:38][P:30]([C:32]1[CH:33]=[CH:34][CH:35]=[CH:36][CH:37]=1)([N:22]([CH2:23][C:24]1[CH:25]=[CH:26][CH:27]=[CH:28][CH:29]=1)[C@@H:17]([C:16]([OH:39])=[O:42])[CH2:18][CH:19]([CH3:20])[CH3:21])=[O:31]. Procedure: N-Benzyloxy-2(R)-[[(R)-methylphenylphosphinyl]benzylamino]-4-methylpenta-namide and N-benzyloxy-2(R)-[[(S)-methylphenylphosphinyl]benzylamino]-4-methyl-pentanamide: N-(R/S-Methylphenylphosphinyl)-N-benzyl-D-leucine (1.5 g, 4.17 mmol) is dissolved in N-dimethylformamide and cooled to 0° C. To this is added sequentially hydroxybenzotriazole hydrate (1.69 g, 12.5 mmol), N-methylmorpholine (1.37 mL, 12.5 mmol), and 1-ethyl-3-(3-dimethylaminopropyl) carbodiimide (EDAC, 959 mg, 5 mmol)). After stirrin... Reactants: CCN=C=NCCCN(C)C, CCN(C(C)C)C(C)C, O=C(O)c1ccc(F)cc1Cl, Cl, O=C(NCC(=O)N1CCNCC1)c1ccc(-c2ccccc2)cc1, CN(C)C=O, O, On1nnc2ccccc21. Yields the product O=C(NCC(=O)N1CCN(C(=O)c2ccc(F)cc2Cl)CC1)c1ccc(-c2ccccc2)cc1. As a reaction SMILES: [CH3:31][CH2:32][N:33]=[C:34]=[N:35][CH2:36][CH2:37][CH2:38][N:39]([CH3:40])[CH3:41].[CH:1]([N:2]([CH2:3][CH3:4])[CH:5]([CH3:6])[CH3:7])([CH3:8])[CH3:9].[Cl:10][c:11]1[c:12]([C:13](=[O:14])[OH:15])[cH:16][cH:17][c:18]([F:20])[cH:19]1.[ClH:42].[O:43]=[C:44]([CH2:45][NH:46][C:47](=[O:48])[c:49]1[cH:50][cH:51][c:52](-[c:55]2[cH:56][cH:57][cH:58][cH:59][cH:60]2)[cH:53][cH:54]1)[N:61]1[CH2:62][CH2:63][NH:64][CH2:65][CH2:66]1.[O:67]=[CH:68][N:69]([CH3:70])[CH3:71].[OH2:72].[OH:21][n:22]1[c:23]2[c:24]([cH:25][cH:26][cH:27][cH:28]2)[n:29][n:30]1>>[Cl:10][c:11]1[c:12]([C:13](=[O:15])[N:64]2[CH2:63][CH2:62][N:61]([C:44](=[O:43])[CH2:45][NH:46][C:47](=[O:48])[c:49]3[cH:50][cH:51][c:52](-[c:55]4[cH:56][cH:57][cH:58][cH:59][cH:60]4)[cH:53][cH:54]3)[CH2:66][CH2:65]2)[cH:16][cH:17][c:18]([F:20])[cH:19]1. Starting materials: C(=O)([O-])[O-].[Na+].[Na+] (Na2CO3), C(C1=CC=CC=C1)OC(=O)C1=C(C(=C(S1)NC(=O)C(F)(F)F)C(=O)O)C (2-(((Trifluoromethyl)carbonyl)amino)4-methylthiophene-3,5-dicarboxylic acid 5-benzyl ester), Cl (HCl). The solvent is CCOCC (Et2O), C1CCOC1 (THF). Conditions: time 24 hour. Product: C(C1=CC=CC=C1)OC(=O)C1=C(C(=C(S1)N)C(=O)O)C (2-Amino-4-methylthiophene-3,5-dicarboxylic acid 5-benzyl ester). Isolated yield 96.0%. RXN SMILES: [CH2:1]([O:8][C:9]([C:11]1[S:15][C:14]([NH:16]C(C(F)(F)F)=O)=[C:13]([C:23]([OH:25])=[O:24])[C:12]=1[CH3:26])=[O:10])[C:2]1[CH:7]=[CH:6][CH:5]=[CH:4][CH:3]=1.C([O-])([O-])=O.[Na+].[Na+].Cl>C1COCC1.CCOCC>[CH2:1]([O:8][C:9]([C:11]1[S:15][C:14]([NH2:16])=[C:13]([C:23]([OH:25])=[O:24])[C:12]=1[CH3:26])=[O:10])[C:2]1[CH:7]=[CH:6][CH:5]=[CH:4][CH:3]=1 |f:1.2.3|. Reported procedure: The compound prepared in Example 6 was dissolved in THF (1 ml) and Et2O (1 ml). 10% Na2CO3 (2 ml) was added and the reaction was stirred vigorously. After 24 h, the reaction was acidified with 1M HCl and extracted with CHC13 (2×). The combined organic layers were dried over MgSO4, filtered and concentrated to yield 40 mg of a white solid (96%). 1H-NMR (CDCl3) 2.83 (s, 3H), 5.34 (s, 2H), 7.40 (m, 5H); 13C-NMR. (d6-DMSO) 15.7 (CH3), 65.1 (CH2), 105.3 (C), 107.0 (C), 127.7 (CH), 128.0 (CH), 128.6 (... Procedure details: The compound was prepared from (4-amino-2-ethylsulfinyl-pyrimidin-5-yl)-(2,3,4-trifluoro-6-methoxy-phenyl)-methanone (Example 194) and 1-methanesulfonyl-piperidin-4-ylamine; compound with trifluoroacetic acid (Example 162) in an analogous manner as described in Example 172. HR-MS (ES, m/z) calculated for C18H21N5O4SF3 [(M+H)+] 460.1261, observed 460.1267. CDK4 IC50=0.001; CDK1 IC50=0.005; CDK2 IC50=0.002; HCT 116 IC90=0.630 μM. Reactants: NC1=NC(=NC=C1C(=O)C1=C(C(=C(C=C1OC)F)F)F)S(=O)CC ((4-Amino-2-ethanesulfinyl-pyrimidin-5-yl)-(2,3,4-trifluoro-6-methoxy-phenyl)-methanone), FC(C(=O)O)(F)F.CS(=O)(=O)N1CCC(CC1)N (1-methanesulfonyl-piperidin-4-ylamine; compound with trifluoroacetic acid). Yields the product NC1=NC(=NC=C1C(=O)C1=C(C(=C(C=C1OC)F)F)F)NC1CCN(CC1)S(=O)(=O)C ([4-Amino-2-(1-methanesulfonyl-piperidin-4-ylamino)-pyrimidin-5-y]-(2,3,4-trifluoro-6-methoxy-phenyl)-methanone). Reaction SMILES: [NH2:1][C:2]1[C:7]([C:8]([C:10]2[C:15]([O:16][CH3:17])=[CH:14][C:13]([F:18])=[C:12]([F:19])[C:11]=2[F:20])=[O:9])=[CH:6][N:5]=[C:4](S(CC)=O)[N:3]=1.FC(F)(F)C(O)=O.[CH3:32][S:33]([N:36]1[CH2:41][CH2:40][CH:39]([NH2:42])[CH2:38][CH2:37]1)(=[O:35])=[O:34]>>[NH2:1][C:2]1[C:7]([C:8]([C:10]2[C:15]([O:16][CH3:17])=[CH:14][C:13]([F:18])=[C:12]([F:19])[C:11]=2[F:20])=[O:9])=[CH:6][N:5]=[C:4]([NH:42][CH:39]2[CH2:40][CH2:41][N:36]([S:33]([CH3:32])(=[O:35])=[O:34])[CH2:37][CH2:38]2)[N:3]=1 |f:1.2|. The reactants are C(C)OC(C1=C(C=C(C(=O)OCC)C(=C1)OCCCCCCBr)OCCCCCCBr)=O (diethyl-2,5-bis-(6-bromohexoxy)terephthalate), C(C)(=O)[O-].[K+] (potassium acetate). The reagents and catalysts are [Cl-].C[N+](CCCCCCCC)(CCCCCCCC)CCCCCCCC (methyl trioctyl ammonium chloride). Solvent: C(C)#N (acetonitrile). The product is C(C)OC(C1=C(C=C(C(=O)OCC)C(=C1)OCCCCCCOC(C)=O)OCCCCCCOC(C)=O)=O (diethyl-2,5-bis-(6-acetoxyhexoxy)terephthalate). Reaction SMILES: [CH2:1]([O:3][C:4](=[O:32])[C:5]1[CH:15]=[C:14]([O:16][CH2:17][CH2:18][CH2:19][CH2:20][CH2:21][CH2:22]Br)[C:8]([C:9]([O:11][CH2:12][CH3:13])=[O:10])=[CH:7][C:6]=1[O:24][CH2:25][CH2:26][CH2:27][CH2:28][CH2:29][CH2:30]Br)[CH3:2].[C:33]([O-:36])(=[O:35])[CH3:34].[K+]>[Cl-].C[N+](CCCCCCCC)(CCCCCCCC)CCCCCCCC.C(#N)C>[CH2:1]([O:3][C:4](=[O:32])[C:5]1[CH:15]=[C:14]([O:16][CH2:17][CH2:18][CH2:19][CH2:20][CH2:21][CH2:22][O:35][C:33](=[O:36])[CH3:34])[C:8]([C:9]([O:11][CH2:12][CH3:13])=[O:10])=[CH:7][C:6]=1[O:24][CH2:25][CH2:26][CH2:27][CH2:28][CH2:29][CH2:30][O:32][C:4](=[O:3])[CH3:5])[CH3:2] |f:1.2,3.4|. Procedure details: 50.0 g (86.0 mmol) diethyl-2,5-bis-(6-bromohexoxy)terephthalate, 84.5 g (861 mmol) potassium acetate and 4.4 g (11 mmol) methyl trioctyl ammonium chloride (Aliquat 336®, tricaprylyl methyl ammonium chloride, Fluka, CAS 5137.55.3) in 500 ml absolute acetonitrile are heated under reflux in a nitrogen atmosphere for 48 hours. After distilling off the solvent, the reaction mixture is taken up in 1200 ml ethyl acetate and washed three times with water (3×300 ml). The organic phase is dried over MgSO4...